From a dataset of the Open Reaction Database (ORD), a public repository of structured organic reaction records. describe an organic reaction: reactants, conditions, products, and yield Starting materials: COC([C@H]([C@@H](C)O)CNC(C1=CC=CC=C1)=O)=O ((2S,3R)-methyl-2-benzamidomethyl-3-hydroxybutyrate), COC([C@@H]([C@@H](C)O)CNC(C1=CC=CC=C1)=O)=O ((2R,3R)-methyl-2-benzamidomethyl-3-hydroxybutyrate). The product is COC(C(C(C)=O)CNC(C1=CC=CC=C1)=O)=O (Methyl-2-benzamidomethyl-3-oxobutyrate). Reaction SMILES: [CH3:1][O:2][C:3](=[O:18])[C@@H:4]([CH2:8][NH:9][C:10](=[O:17])[C:11]1[CH:16]=[CH:15][CH:14]=[CH:13][CH:12]=1)[C@H:5]([OH:7])[CH3:6].COC(=O)[C@H](CNC(=O)C1C=CC=CC=1)[C@H](O)C>>[CH3:1][O:2][C:3](=[O:18])[CH:4]([CH2:8][NH:9][C:10](=[O:17])[C:11]1[CH:12]=[CH:13][CH:14]=[CH:15][CH:16]=1)[C:5](=[O:7])[CH3:6]. Procedure details: The ADH-LK variant with SEQ ID No. 90 was used for further evolution of an efficient KRED for production of (2S,3R)-methyl-2-benzamidomethyl-3-hydroxybutyrate. Similarly, an ADH-LK variant with SEQ ID No.94 containing 10 mutations compared to ADH-LK which gave primarily the (2R,3R) stereoisomer, was used for further evolution of an efficient KRED for production of (2R,3R)-methyl-2-benzamidomethyl-3-hydroxybutyrate. Reactants: c1ccc(COc2ccc3[nH]ccc3c2)cc1, CC(C)(C)[O-], CN1CCCC1=O, CN1CCCC1=O, CC(C)(C)[O-], [K+], [K+], NOS(=O)(=O)O. Product: Nn1ccc2cc(OCc3ccccc3)ccc21. Reaction SMILES: [CH2:13]([c:14]1[cH:15][cH:16][cH:17][cH:18][cH:19]1)[O:20][c:21]1[cH:22][c:23]2[cH:24][cH:25][nH:26][c:27]2[cH:28][cH:29]1.[CH3:30][C:31]([CH3:32])([O-:33])[CH3:34].[CH3:36][N:37]1[CH2:38][CH2:39][CH2:40][C:41]1=[O:42].[CH3:43][N:44]1[CH2:45][CH2:46][CH2:47][C:48]1=[O:49].[CH3:7][C:8]([CH3:9])([O-:10])[CH3:11].[K+:12].[K+:35].[NH2:1][O:2][S:3]([OH:4])(=[O:5])=[O:6]>>[CH2:13]([c:14]1[cH:15][cH:16][cH:17][cH:18][cH:19]1)[O:20][c:21]1[cH:22][c:23]2[cH:24][cH:25][n:26]([NH2:37])[c:27]2[cH:28][cH:29]1.